From a dataset of the Open Reaction Database (ORD), a public repository of structured organic reaction records. describe an organic reaction: reactants, conditions, products, and yield Starting materials: COc1ccc(-c2cnc(Nc3cnc(C)c(NC(=O)C4CCCCN4C(=O)OC(C)(C)C)c3)nc2)cc1, ClCCl, O=C(O)C(F)(F)F. Product: COc1ccc(-c2cnc(Nc3cnc(C)c(NC(=O)C4CCCCN4)c3)nc2)cc1. RXN SMILES: [C:1]([O:2][C:3](=[O:4])[N:8]1[CH:9]([C:14]([NH:15][c:16]2[c:17]([CH3:37])[n:18][cH:19][c:20]([NH:22][c:23]3[n:24][cH:25][c:26](-[c:29]4[cH:30][cH:31][c:32]([O:35][CH3:36])[cH:33][cH:34]4)[cH:27][n:28]3)[cH:21]2)=[O:38])[CH2:10][CH2:11][CH2:12][CH2:13]1)([CH3:5])([CH3:6])[CH3:7].[Cl:46][CH2:47][Cl:48].[F:39][C:40]([F:41])([F:42])[C:43]([OH:44])=[O:45]>>[NH:8]1[CH:9]([C:14]([NH:15][c:16]2[c:17]([CH3:37])[n:18][cH:19][c:20]([NH:22][c:23]3[n:24][cH:25][c:26](-[c:29]4[cH:30][cH:31][c:32]([O:35][CH3:36])[cH:33][cH:34]4)[cH:27][n:28]3)[cH:21]2)=[O:38])[CH2:10][CH2:11][CH2:12][CH2:13]1. Reactants: CO, COC(=O)c1[nH]c(C(C)(C)C)cc1[N+](=O)[O-]. RXN SMILES: [CH3:17][OH:18].[CH3:1][O:2][C:3](=[O:4])[c:5]1[nH:6][c:7]([C:13]([CH3:14])([CH3:15])[CH3:16])[cH:8][c:9]1[N+:10]([O-:11])=[O:12]>>[CH3:1][O:2][C:3](=[O:4])[c:5]1[nH:6][c:7]([C:13]([CH3:14])([CH3:15])[CH3:16])[cH:8][c:9]1[NH2:10]. Yields the product COC(=O)c1[nH]c(C(C)(C)C)cc1N. The reactants are ClC=1C(=NC=CC1)N1C(=CC=C1S)C=O (1-(3-chloro-2-pyridinyl)-5-mercapto-1H-pyrrole-2-carbaldehyde), CI (methyl iodide), C([O-])([O-])=O.[K+].[K+] (potassium carbonate), CN(C=O)C (N,N-dimethylformamide). Run in O (Water). Product: ClC=1C(=NC=CC1)N1C(=CC=C1SC)C=O (1-(3-chloro-2-pyridinyl)-5-methylthio-1H-pyrrole-2-carbaldehyde). The yield is 64.2%. RXN SMILES: [Cl:1][C:2]1[C:3]([N:8]2[C:12]([SH:13])=[CH:11][CH:10]=[C:9]2[CH:14]=[O:15])=[N:4][CH:5]=[CH:6][CH:7]=1.CI.[C:18](=O)([O-])[O-].[K+].[K+].CN(C)C=O>O>[Cl:1][C:2]1[C:3]([N:8]2[C:12]([S:13][CH3:18])=[CH:11][CH:10]=[C:9]2[CH:14]=[O:15])=[N:4][CH:5]=[CH:6][CH:7]=1 |f:2.3.4|. Procedure: A mixture of 0.50 g of 1-(3-chloro-2-pyridinyl)-5-mercapto-1H-pyrrole-2-carbaldehyde, 0.36 g of methyl iodide, 0.43 g of potassium carbonate and 50 ml of N,N-dimethylformamide was stirred at room temperature for 1 day Water was poured into the reaction mixture, and the mixture was extracted with ethyl acetate three times. The organic layers were combined, washed successively with water and an aqueous saturated sodium chloride solution, dried over anhydrous magnesium sulfate, and concentrated und... Yields the product O[C@H](C(=O)N[C@@H](CC(C)C)C(=O)N[C@@H]1C(N([C@@H](C=CC1)C1=CC=CC=C1)CCOC)=O)CC(C)C (N2-[(2S)-2-hydroxy-4-methylpentanoyl]-N1-[(3S,7S)-1-(2-methoxyethyl)-2-oxo-7-phenyl-2,3,4,7-tetrahydro-1H-azepin-3-yl]-L-leucinamide). Reaction SMILES: [NH2:1][C@H:2]1[CH2:8][CH:7]=[CH:6][C@@H:5]([C:9]2[CH:14]=[CH:13][CH:12]=[CH:11][CH:10]=2)[N:4]([CH2:15][CH2:16][O:17][CH3:18])[C:3]1=[O:19].[OH:20][C@@H:21]([CH2:33][CH:34]([CH3:36])[CH3:35])[C:22]([NH:24][C@H:25]([C:30](O)=[O:31])[CH2:26][CH:27]([CH3:29])[CH3:28])=[O:23]>>[OH:20][C@@H:21]([CH2:33][CH:34]([CH3:36])[CH3:35])[C:22]([NH:24][C@H:25]([C:30]([NH:1][C@H:2]1[CH2:8][CH:7]=[CH:6][C@@H:5]([C:9]2[CH:10]=[CH:11][CH:12]=[CH:13][CH:14]=2)[N:4]([CH2:15][CH2:16][O:17][CH3:18])[C:3]1=[O:19])=[O:31])[CH2:26][CH:27]([CH3:28])[CH3:29])=[O:23]. Starting materials: N[C@@H]1C(N([C@@H](C=CC1)C1=CC=CC=C1)CCOC)=O ((3S,7S)-3-amino-1-(2-methoxyethyl)-7-phenyl-1,3,4,7-tetrahydro-2H-azepin-2-one), O[C@H](C(=O)N[C@@H](CC(C)C)C(=O)O)CC(C)C (N-[(2S)-2-hydroxy-4-methylpentanoyl]-L-leucine). Procedure details: Utilizing (3S,7S)-3-amino-1-(2-methoxyethyl)-7-phenyl-1,3,4,7-tetrahydro-2H-azepin-2-one (6d) and N-[(2S)-2-hydroxy-4-methylpentanoyl]-L-leucine (7b), the title compound was synthesized using the same procedure as that described for Example 6. Starting materials: O=C1N(CN(C12CCNCC2)C2=CC=CC=C2)CC=2C=C(C(=O)OC)C=CC2 (methyl 3-((4-oxo-1-phenyl-1,3,8-triazaspiro[4.5]decan-3-yl)methyl)benzoate), ICCCN1C(N(C2=C1C=CC=C2)C)=O (1-(3-iodopropyl)-3-methyl-1H-benzo[d]imidazol-2(3H)-one), C([O-])([O-])=O.[K+].[K+] (potassium carbonate), C(C)(=O)OCC (ethyl acetate). The solvent is O (water). Conditions: temperature 65 celsius. Product: CN1C(N(C2=C1C=CC=C2)CCCN2CCC1(C(N(CN1C1=CC=CC=C1)CC=1C=C(C(=O)OC)C=CC1)=O)CC2)=O (methyl 3-((8-(3-(3-methyl-2-oxo-2,3-dihydro-1H-benzo[d]imidazol-1-yl)propyl)-4-oxo-1-phenyl-1,3,8-triazaspiro[4.5]decan-3-yl)methyl)benzoate). The yield is 78.2%. RXN SMILES: [O:1]=[C:2]1[C:6]2([CH2:11][CH2:10][NH:9][CH2:8][CH2:7]2)[N:5]([C:12]2[CH:17]=[CH:16][CH:15]=[CH:14][CH:13]=2)[CH2:4][N:3]1[CH2:18][C:19]1[CH:20]=[C:21]([CH:26]=[CH:27][CH:28]=1)[C:22]([O:24][CH3:25])=[O:23].I[CH2:30][CH2:31][CH2:32][N:33]1[C:37]2[CH:38]=[CH:39][CH:40]=[CH:41][C:36]=2[N:35]([CH3:42])[C:34]1=[O:43].C(=O)([O-])[O-].[K+].[K+].C(OCC)(=O)C>O>[CH3:42][N:35]1[C:36]2[CH:41]=[CH:40][CH:39]=[CH:38][C:37]=2[N:33]([CH2:32][CH2:31][CH2:30][N:9]2[CH2:10][CH2:11][C:6]3([N:5]([C:12]4[CH:13]=[CH:14][CH:15]=[CH:16][CH:17]=4)[CH2:4][N:3]([CH2:18][C:19]4[CH:20]=[C:21]([CH:26]=[CH:27][CH:28]=4)[C:22]([O:24][CH3:25])=[O:23])[C:2]3=[O:1])[CH2:7][CH2:8]2)[C:34]1=[O:43] |f:2.3.4|. Procedure: A mixture of methyl 3-((4-oxo-1-phenyl-1,3,8-triazaspiro[4.5]decan-3-yl)methyl)benzoate (400 mg, 0.962 mmol, 1 equiv), 1-(3-iodopropyl)-3-methyl-1H-benzo[d]imidazol-2(3H)-one (304.8 mg, 0.962 mmol, 1 equiv), and potassium carbonate (399 mg, 2.88 mmol, 3 equiv) was heated at 65° C. for 16 h. The reaction was cooled to ambient temperature and worked up using ethyl acetate and water. The organic layer was dried over MgSO4, filtered and concentrated in vacuo. The crude residue was purified using pre...